Dataset: the Open Reaction Database (ORD), a public repository of structured organic reaction records. Task: describe an organic reaction: reactants, conditions, products, and yield Reactants: O=C([O-])[O-], COCCOC, COS(=O)(=O)OC, CCOCC, COC=O, [H-], [K+], [K+], [Na+], CN(C)C=O, COC(=O)CCc1cncnc1. Product: COC=C(Cc1cncnc1)C(=O)OC. Reaction SMILES: [C:19](=[O:20])([O-:21])[O-:22].[CH2:32]([CH2:33][O:34][CH3:35])[O:36][CH3:37].[CH3:25][O:26][S:27]([O:28][CH3:29])(=[O:30])=[O:31].[CH3:38][CH2:39][O:40][CH2:41][CH3:42].[CH:13](=[O:14])[O:15][CH3:16].[H-:17].[K+:23].[K+:24].[Na+:18].[O:43]=[CH:44][N:45]([CH3:46])[CH3:47].[n:1]1[cH:2][n:3][cH:4][c:5]([CH2:7][CH2:8][C:9](=[O:10])[O:11][CH3:12])[cH:6]1>>[n:1]1[cH:2][n:3][cH:4][c:5]([CH2:7][C:8]([C:9](=[O:10])[O:11][CH3:12])=[CH:13][O:15][CH3:16])[cH:6]1. The product is Cc1cc(C=O)c2c(c1O)CCC2. As a reaction SMILES: [CH2:12]1[N:13]2[CH2:14][N:15]3[CH2:16][N:17]([CH2:18]2)[CH2:19][N:20]1[CH2:21]3.[CH3:1][c:2]1[c:3]([OH:11])[c:4]2[c:8]([cH:9][cH:10]1)[CH2:7][CH2:6][CH2:5]2.[OH2:22].[OH:23][C:24]([C:25]([F:26])([F:27])[F:28])=[O:29]>>[CH3:1][c:2]1[c:3]([OH:11])[c:4]2[c:8]([c:9]([CH:24]=[O:23])[cH:10]1)[CH2:7][CH2:6][CH2:5]2. Starting materials: C1N2CN3CN1CN(C2)C3, Cc1ccc2c(c1O)CCC2, O, O=C(O)C(F)(F)F. Reactants: C(C)(C)(C)C1=CC=C(CBr)C=C1 (4-tert-butyl-benzyl bromide), C(C)(C)N(CC)C(C)C (diisopropylethylamine), C(C1=CC=CC=C1)OC1=CC=C(C=C1)CC(C(NC(C)(C)C)=O)NC(C(CC(C)C)NC)=O (2-(Methyl-amino)-4-methyl-pentanoic acid [2-(4-benzyloxy-phenyl)-1-tert-butylcarbamoyl-ethyl]-amide). Solvent: C1CCOC1 (THF). Run at temperature 50 celsius, time 15 hour. The product is C(C1=CC=CC=C1)OC1=CC=C(C=C1)CC(C(NC(C)(C)C)=O)NC(C(CC(C)C)N(C)CC1=CC=C(C=C1)C(C)(C)C)=O (2-[(4-tert-Butyl-benzyl)-methyl-amino]-4-methyl-pentanoic acid [2-(4-benzyloxy-phenyl)-1-tert-butylcarbamoyl-ethyl]-amide). Yield: 40.0%. RXN SMILES: [CH2:1]([O:8][C:9]1[CH:14]=[CH:13][C:12]([CH2:15][CH:16]([NH:24][C:25](=[O:33])[CH:26]([NH:31][CH3:32])[CH2:27][CH:28]([CH3:30])[CH3:29])[C:17](=[O:23])[NH:18][C:19]([CH3:22])([CH3:21])[CH3:20])=[CH:11][CH:10]=1)[C:2]1[CH:7]=[CH:6][CH:5]=[CH:4][CH:3]=1.[C:34]([C:38]1[CH:45]=[CH:44][C:41]([CH2:42]Br)=[CH:40][CH:39]=1)([CH3:37])([CH3:36])[CH3:35].C(N(C(C)C)CC)(C)C>C1COCC1>[CH2:1]([O:8][C:9]1[CH:14]=[CH:13][C:12]([CH2:15][CH:16]([NH:24][C:25](=[O:33])[CH:26]([N:31]([CH2:42][C:41]2[CH:44]=[CH:45][C:38]([C:34]([CH3:37])([CH3:36])[CH3:35])=[CH:39][CH:40]=2)[CH3:32])[CH2:27][CH:28]([CH3:29])[CH3:30])[C:17](=[O:23])[NH:18][C:19]([CH3:20])([CH3:22])[CH3:21])=[CH:11][CH:10]=1)[C:2]1[CH:3]=[CH:4][CH:5]=[CH:6][CH:7]=1. Procedure details: 2-(Methyl-amino)-4-methyl-pentanoic acid [2-(4-benzyloxy-phenyl)-1-tert-butylcarbamoyl-ethyl]-amide (0.5 mmol) was dissolved in THF (10 mL) and treated with 4-tert-butyl-benzyl bromide (0.75 mmol) and diisopropylethylamine (1.5 mmol). The reaction was stirred at 50° C. for 15 hours. Then the reaction mixture was allowed to cool to room temperature and concentrated to dryness. The residue was chromatographed on silica gel eluting with a gradient of 25% EtOAc/Hexanes to give the title compound wit... Reactants: BrCCn1cccc1, O=C([O-])[O-], CN(C)C=O, [K+], [K+], O=C(NC1=Nc2cc(O)ccc2C2=NCCN12)c1cccnc1. The product is O=C(NC1=Nc2cc(OCCn3cccc3)ccc2C2=NCCN12)c1cccnc1. Reaction SMILES: [Br:24][CH2:25][CH2:26][n:27]1[cH:28][cH:29][cH:30][cH:31]1.[C:32](=[O:33])([O-:34])[O-:35].[CH3:38][N:39]([CH3:40])[CH:41]=[O:42].[K+:36].[K+:37].[OH:1][c:2]1[cH:3][cH:4][c:5]2[c:10]([cH:11]1)[N:9]=[C:8]([NH:12][C:13]([c:14]1[cH:15][n:16][cH:17][cH:18][cH:19]1)=[O:20])[N:7]1[C:6]2=[N:23][CH2:22][CH2:21]1>>[O:1]([c:2]1[cH:3][cH:4][c:5]2[c:10]([cH:11]1)[N:9]=[C:8]([NH:12][C:13]([c:14]1[cH:15][n:16][cH:17][cH:18][cH:19]1)=[O:20])[N:7]1[C:6]2=[N:23][CH2:22][CH2:21]1)[CH2:25][CH2:26][n:27]1[cH:28][cH:29][cH:30][cH:31]1. Reactants: ClC(=O)OC1=CC=C(C=C1)Cl (4-chlorophenyl chloroformate), C1(=CC=CC=C1)CCCCN1CCNCC1 (1-(4-phenylbutyl)piperazine), [K+].[Br-] (KBr). The product is ClC1=CC=C(C=C1)OC(=O)N1CCN(CC1)CCCCC1=CC=CC=C1 (4-(4-Phenylbutyl)piperazine-1-carboxylic acid 4-chlorophenyl ester). RXN SMILES: Cl[C:2]([O:4][C:5]1[CH:10]=[CH:9][C:8]([Cl:11])=[CH:7][CH:6]=1)=[O:3].[C:12]1([CH2:18][CH2:19][CH2:20][CH2:21][N:22]2[CH2:27][CH2:26][NH:25][CH2:24][CH2:23]2)[CH:17]=[CH:16][CH:15]=[CH:14][CH:13]=1.[K+].[Br-]>>[Cl:11][C:8]1[CH:9]=[CH:10][C:5]([O:4][C:2]([N:25]2[CH2:26][CH2:27][N:22]([CH2:21][CH2:20][CH2:19][CH2:18][C:12]3[CH:17]=[CH:16][CH:15]=[CH:14][CH:13]=3)[CH2:23][CH2:24]2)=[O:3])=[CH:6][CH:7]=1 |f:2.3|. Procedure: The hydrochloride of the title compound was prepared from 4-chlorophenyl chloroformate and 1-(4-phenylbutyl)piperazine, yield 86%. White crystals, m.p. 230-232° C.; 1H NMR (DMSO-d6): δ11.43 (br, 1H), 7.51-7.43 (d-like m, 2H), 7.33-7.15 (m, 7H), 4.33-3.95 (br, max at 4.21 and 4.10 ppm; 2H), 3.72-3.36 (br m, 4H), 3.22-2.96 (br, max at 3.10 ppm, 4H), 2.62 (t, J=7.54 Hz, 2H), 1.84-1.69 (m, 2H), 1.69-1.54 (m, 2H) ppm; IR (KBr): ν 1736, 1720 (C═O) cm−1. The reactants are Clc1cncc(Br)c1, C1CCOC1, [Li]CCCC, CC(C)NC(C)C, CN(C)C=O. The product is O=Cc1c(Cl)cncc1Br. RXN SMILES: [Br:13][c:14]1[cH:15][n:16][cH:17][c:18]([Cl:20])[cH:19]1.[CH2:26]1[O:27][CH2:28][CH2:29][CH2:30]1.[CH3:1][CH2:2][CH2:3][CH2:4][Li:5].[CH:6]([NH:7][CH:8]([CH3:9])[CH3:10])([CH3:11])[CH3:12].[O:21]=[CH:22][N:23]([CH3:24])[CH3:25]>>[Br:13][c:14]1[cH:15][n:16][cH:17][c:18]([Cl:20])[c:19]1[CH:22]=[O:21]. Reactants: C(CC)C1=C(C(C(=O)OC)=C(C(=C1CCC)CCC)CCC)C(=O)OC (Dimethyl 3,4,5,6-tetrapropylphthalate), C1CCOC1 (THF), [H-].[H-].[H-].[H-].[Li+].[Al+3] (LiAlH4), OS(=O)(=O)O (H2SO4). Solvent: O (water). The product is OCC1=C(C(=C(C(=C1CCC)CCC)CCC)CCC)CO (1,2-Bis(hydroxymethyl)-3,4,5,6-tetrapropylbenzene). Yield: 83.2%. As a reaction SMILES: [CH2:1]([C:4]1[C:13]([CH2:14][CH2:15][CH3:16])=[C:12]([CH2:17][CH2:18][CH3:19])[C:11]([CH2:20][CH2:21][CH3:22])=[C:6]([C:7](OC)=[O:8])[C:5]=1[C:23](OC)=[O:24])[CH2:2][CH3:3].C1COCC1.[H-].[H-].[H-].[H-].[Li+].[Al+3].OS(O)(=O)=O>O>[OH:8][CH2:7][C:6]1[C:11]([CH2:20][CH2:21][CH3:22])=[C:12]([CH2:17][CH2:18][CH3:19])[C:13]([CH2:14][CH2:15][CH3:16])=[C:4]([CH2:1][CH2:2][CH3:3])[C:5]=1[CH2:23][OH:24] |f:2.3.4.5.6.7|. Procedure: Dimethyl 3,4,5,6-tetrapropylphthalate (5.22 g, 14.4 mmols) was added at 0° C. to a 50 ml THF solution of LiAlH4 (1.20 g, 31.7 mmols). After stirring at room temperature for an hour, water was added for hydrolysis. The mixture was treated with 2N H2SO4 followed by extraction with diethyl ether. Subsequently, the extract was washed with brine and dried over anhydrous magnesium sulfate. Column chromatography was performed using silica gel as the packing material to give the title compound (3.67 g) ...